From a dataset of the Open Reaction Database (ORD), a public repository of structured organic reaction records. describe an organic reaction: reactants, conditions, products, and yield Reactants: C(C)OC(C(CC=C(C)C)(C)C(CCC#N)=O)=O (2-(3-cyano-propionyl)-2,5-dimethyl-hex-4-enoic acid ethyl ester). The reagents and catalysts are Cl (hydrochloric acid), [Pt]=O (platinum oxide). Run in C(C)(=O)O (acetic acid). Yields the product C(C)OC(C(CCC(C)C)(C1NCCC1)C)=O (2,5-dimethyl-2-pyrrolidin-2-yl-hexanoic acid ethyl ester). The yield is 87.0%. RXN SMILES: [CH2:1]([O:3][C:4](=[O:18])[C:5]([C:12](=O)[CH2:13][CH2:14][C:15]#[N:16])([CH3:11])[CH2:6][CH:7]=[C:8]([CH3:10])[CH3:9])[CH3:2]>C(O)(=O)C.Cl.[Pt]=O>[CH2:1]([O:3][C:4](=[O:18])[C:5]([CH3:11])([CH:12]1[CH2:13][CH2:14][CH2:15][NH:16]1)[CH2:6][CH2:7][CH:8]([CH3:10])[CH3:9])[CH3:2]. Reported procedure: A solution of 2-(3-cyano-propionyl)-2,5-dimethyl-hex-4-enoic acid ethyl ester (323 mg, 1.29 mmol) in acetic acid (20 mL) was treated with one drop of 18.0 M aqueous hydrochloric acid solution and platinum oxide (29 mg, 0.129 mmol). The reaction mixture was degassed and hydrogenated under 50 psi of hydrogen gas for 12 h. The reaction mixture was filtered over celite and the filtrate was concentrated in vacuo. The residue was treated with saturated aqueous sodium bicarbonate solution and extracted... Reactants: ice water, Cl.N1[C@@H](C(=O)N)CCC1 ((R)-prolinamide hydrochloride), C(=O)([O-])[O-].[K+].[K+] (K2CO3), CCO (EtOH), CCO (EtOH), FC1=CC=C(CBr)C=C1 (p-fluorobenzylbromide). The solvent is CS(=O)C (DMSO), CS(=O)C (DMSO). Reaction conditions: time 8 hour. The product is Cl.N1[C@@H](C(=O)N)CCC1 ((R)-Prolinamide hydrochloride), FC1=CC=C(CN2[C@H](CCC2)C(=O)N)C=C1 ((+)-(R)-1-(4-Fluorbenzyl)-2-pyrrolidine carboxamide). The yield is 117.4%. As a reaction SMILES: CCO.[ClH:4].[NH:5]1[CH2:12][CH2:11][CH2:10][C@@H:6]1[C:7]([NH2:9])=[O:8].C([O-])([O-])=O.[K+].[K+].[F:19][C:20]1[CH:27]=[CH:26][C:23]([CH2:24]Br)=[CH:22][CH:21]=1>CS(C)=O>[ClH:4].[NH:5]1[CH2:12][CH2:11][CH2:10][C@@H:6]1[C:7]([NH2:9])=[O:8].[F:19][C:20]1[CH:27]=[CH:26][C:23]([CH2:24][N:5]2[CH2:12][CH2:11][CH2:10][C@@H:6]2[C:7]([NH2:9])=[O:8])=[CH:22][CH:21]=1 |f:1.2,3.4.5,8.9|. Procedure details: (R)-Prolinamide hydrochloride was prepared according to G. Flouret et al. J. Med.Chem. 16 (1973) 1137 in a yield of 64% (lit. 53%); mp 180°-181° C. (lit 178°-180° C.); [α]D22 +67° (c=0.80, EtOH) (lit. [α]D23 =+69.5° (c=2, EtOH). To a mixture of (R)-prolinamide hydrochloride (4.3 g, 23 mmol) and K2CO3 (8.3 g, 60 mmol) in 20 ml dry DMSO was added a solution of p-fluorobenzylbromide (4.5 g, 23.5 mmol) in 3 ml DMSO at room temperature. The reaction mixture was stirred overnight, poured into 200 ml o...